Dataset: the Open Reaction Database (ORD), a public repository of structured organic reaction records. Task: describe an organic reaction: reactants, conditions, products, and yield Starting materials: OCCCBr, N#Cc1ccc(-c2ccc(O)cc2)cc1, CCO, [Na+], [OH-], O. Yields the product N#Cc1ccc(-c2ccc(CCCO)cc2)cc1. RXN SMILES: [Br:16][CH2:17][CH2:18][CH2:19][OH:20].[C:1](#[N:2])[c:3]1[cH:4][cH:5][c:6](-[c:9]2[cH:10][cH:11][c:12]([OH:15])[cH:13][cH:14]2)[cH:7][cH:8]1.[CH3:23][CH2:24][OH:25].[Na+:22].[OH-:21].[OH2:26]>>[C:1](#[N:2])[c:3]1[cH:4][cH:5][c:6](-[c:9]2[cH:10][cH:11][c:12]([CH2:17][CH2:18][CH2:19][OH:20])[cH:13][cH:14]2)[cH:7][cH:8]1. Starting materials: [H-].[Na+] (NaH), N1C=CC2=CC=CC=C12 (1H-indole), CN1C(CCCC1)CO (N-methylpiperidine-2-methanol), BrC1=CC=C2C=CN(C2=C1)C1CN(CCCC1)C (6-bromo-1-(N-methyl-azepan-3-yl)-1H-indole), BrC1=CC=C2C=CN(C2=C1)S(=O)(=O)C (6-bromo-1-methanesulfonyl-1H-indole), C([O-])([O-])=O.[K+].[K+] (potassium carbonate). Solvent: C1(=CC=CC=C1)C (toluene). The product is OC1(CCOCC1)C1=CC=C2C=CN(C2=C1)CCN(C)C (6-(4-hydroxy-tetrahydropyran-4-yl)-1-(2-(N,N-dimethylamino)ethyl)-1H-indole). Reaction SMILES: N1C2C(=CC=CC=2)C=C1.Br[C:11]1[CH:19]=[C:18]2[C:14]([CH:15]=[CH:16][N:17]2[CH:20]2CCC[CH2:23][N:22]([CH3:27])[CH2:21]2)=[CH:13][CH:12]=1.BrC1C=C2C(C=CN2S(C)(=O)=[O:39])=CC=1.CN1C[CH2:47][CH2:46][CH2:45][CH:44]1[CH2:49][OH:50].[H-].[Na+].C(=O)([O-])[O-].[K+].[K+]>C1(C)C=CC=CC=1>[OH:39][C:45]1([C:11]2[CH:19]=[C:18]3[C:14]([CH:15]=[CH:16][N:17]3[CH2:20][CH2:21][N:22]([CH3:23])[CH3:27])=[CH:13][CH:12]=2)[CH2:44][CH2:49][O:50][CH2:47][CH2:46]1 |f:4.5,6.7.8|. Reported procedure: 6-Bromo-1-(N-methylpiperidin-2-yl)methyl)-1H-indole (220 mg, 57.2%) and 6-bromo-1-(N-methyl-azepan-3-yl)-1H-indole (94 mg, 24.4%); from 6-bromo-1-methanesulfonyl-1H-indole (344 mg, 1.25 mmol) and N-methylpiperidine-2-methanol (395 mg, 2.5 mmol) with NaH (53 mg, 2.2 mmol) and potassium carbonate (325 mg, 2.35 mmol) in toluene (10 mL) at 100° C. overnight.